Dataset: the Open Reaction Database (ORD), a public repository of structured organic reaction records. Task: describe an organic reaction: reactants, conditions, products, and yield The reactants are CC(CC=CC=CC(C)(C)O)C1CCCC2C(O[Si](C)(C)C(C)(C)C)CCCC12C, CCCC[N+](CCCC)(CCCC)CCCC, [F-]. The product is CC(CC=CC=CC(C)(C)O)C1CCCC2C(O)CCCC12C. RXN SMILES: [C:1]([Si:2]([CH3:3])([CH3:4])[O:6][CH:7]1[CH:8]2[CH2:9][CH2:10][CH2:11][CH:12]([CH:18]([CH2:19][CH:20]=[CH:21][CH:22]=[CH:23][C:24]([CH3:25])([OH:26])[CH3:27])[CH3:28])[C:13]2([CH3:17])[CH2:14][CH2:15][CH2:16]1)([CH3:5])([CH3:29])[CH3:30].[CH2:32]([N+:33]([CH2:34][CH2:35][CH2:36][CH3:37])([CH2:38][CH2:39][CH2:40][CH3:41])[CH2:42][CH2:43][CH2:44][CH3:45])[CH2:46][CH2:47][CH3:48].[F-:31]>>[OH:6][CH:7]1[CH:8]2[CH2:9][CH2:10][CH2:11][CH:12]([CH:18]([CH2:19][CH:20]=[CH:21][CH:22]=[CH:23][C:24]([CH3:25])([OH:26])[CH3:27])[CH3:28])[C:13]2([CH3:17])[CH2:14][CH2:15][CH2:16]1. The reactants are CCN=C=NCCCN(C)C (EDCI), C(C)OC1=CC=2[C@@H]3[C@H](N=C(C2C=C1OC)C1=CC=C(C(=O)O)C=C1)CCSC3 (4-[(4aR,10bR)-9-ethoxy-8-methoxy-3,4,4a,10b-tetrahydro-1H-thiopyrano[4,3-c]isoquinolin-6-yl]benzoic acid), C(C)C1=NOC(=N1)CN1C(N(C(C2=C1C=C(S2)C2=CC=CC=C2)=O)C2CCNCC2)=O (1-(3-Ethyl-[1,2,4]oxadiazol-5-ylmethyl)-6-phenyl-3-piperidin-4-yl-1H-thieno[3,2-d]pyrimidine-2,4-dione), C=1C=CC2=C(C1)N=NN2O (HOBT). Run in C(Cl)Cl (DCM), CCOC(=O)C (EtOAc). Run at time 2.5 hour. Yields the product C(C)OC1=CC=2[C@@H]3[C@H](N=C(C2C=C1OC)C1=CC=C(C(=O)N2CCC(CC2)N2C(N(C4=C(C2=O)SC(=C4)C4=CC=CC=C4)CC4=NC(=NO4)CC)=O)C=C1)CCSC3 (3-(1-{4-[(4aR,10bR)-9-ethoxy-8-methoxy-3,4,4a,10b-tetrahydro-1H-thiopyrano[4,3-c]isoquinolin-6-yl]benzoyl}piperidin-4-yl)-1-[(3-ethyl-1,2,4-oxadiazol-5-yl)methyl]-6-phenylthieno[3,2-d]pyrimidine-2,4(1H,3H)-dione). RXN SMILES: [CH2:1]([O:3][C:4]1[C:13]([O:14][CH3:15])=[CH:12][C:11]2[C:10]([C:16]3[CH:24]=[CH:23][C:19]([C:20](O)=[O:21])=[CH:18][CH:17]=3)=[N:9][C@@H:8]3[CH2:25][CH2:26][S:27][CH2:28][C@@H:7]3[C:6]=2[CH:5]=1)[CH3:2].[CH2:29]([C:31]1[N:35]=[C:34]([CH2:36][N:37]2[C:42]3[CH:43]=[C:44]([C:46]4[CH:51]=[CH:50][CH:49]=[CH:48][CH:47]=4)[S:45][C:41]=3[C:40](=[O:52])[N:39]([CH:53]3[CH2:58][CH2:57][NH:56][CH2:55][CH2:54]3)[C:38]2=[O:59])[O:33][N:32]=1)[CH3:30].C1C=CC2N(O)N=NC=2C=1.CCN=C=NCCCN(C)C>C(Cl)Cl.CCOC(C)=O>[CH2:1]([O:3][C:4]1[C:13]([O:14][CH3:15])=[CH:12][C:11]2[C:10]([C:16]3[CH:17]=[CH:18][C:19]([C:20]([N:56]4[CH2:57][CH2:58][CH:53]([N:39]5[C:40](=[O:52])[C:41]6[S:45][C:44]([C:46]7[CH:47]=[CH:48][CH:49]=[CH:50][CH:51]=7)=[CH:43][C:42]=6[N:37]([CH2:36][C:34]6[O:33][N:32]=[C:31]([CH2:29][CH3:30])[N:35]=6)[C:38]5=[O:59])[CH2:54][CH2:55]4)=[O:21])=[CH:23][CH:24]=3)=[N:9][C@@H:8]3[CH2:25][CH2:26][S:27][CH2:28][C@@H:7]3[C:6]=2[CH:5]=1)[CH3:2]. Procedure details: To a mixture of 4-[(4aR,10bR)-9-ethoxy-8-methoxy-3,4,4a,10b-tetrahydro-1H-thiopyrano[4,3-c]isoquinolin-6-yl]benzoic acid (99.4 mg; compound C10), 1-(3-Ethyl-[1,2,4]oxadiazol-5-ylmethyl)-6-phenyl-3-piperidin-4-yl-1H-thieno[3,2-d]pyrimidine-2,4-dione (109 mg; compound B52) and HOBT (38 mg) in DCM (2.5 ml) is added EDCI (48.9 mg). The mixture is stirred for 2.5 h at RT. EtOAc (25 ml) is added and the mixture is extracted with 1 M aqueous hydrochloride solution (5 ml) (three times). The combined aqu... Starting materials: [N+](=O)([O-])C=1C=NC2=CC=CC=C2C1NCCOCCNC(OC(C)(C)C)=O (tert-butyl 2-{2-[(3-nitroquinolin-4-yl)amino]ethoxy}ethylcarbamate). Reagents/catalysts: [Pt] (Pt on carbon). The solvent is C1(=CC=CC=C1)C (toluene). Run at time 24 hour. Yields the product NC=1C=NC2=CC=CC=C2C1NCCOCCNC(OC(C)(C)C)=O (tert-butyl 2-{2-[(3-aminoquinolin-4-yl)amino]ethoxy}ethylcarbamate). The yield is 99.9%. Reaction SMILES: [N+:1]([C:4]1[CH:5]=[N:6][C:7]2[C:12]([C:13]=1[NH:14][CH2:15][CH2:16][O:17][CH2:18][CH2:19][NH:20][C:21](=[O:27])[O:22][C:23]([CH3:26])([CH3:25])[CH3:24])=[CH:11][CH:10]=[CH:9][CH:8]=2)([O-])=O>C1(C)C=CC=CC=1.[Pt]>[NH2:1][C:4]1[CH:5]=[N:6][C:7]2[C:12]([C:13]=1[NH:14][CH2:15][CH2:16][O:17][CH2:18][CH2:19][NH:20][C:21](=[O:27])[O:22][C:23]([CH3:25])([CH3:24])[CH3:26])=[CH:11][CH:10]=[CH:9][CH:8]=2. Reported procedure: A solution of tert-butyl 2-{2-[(3-nitroquinolin-4-yl)amino]ethoxy}ethylcarbamate (7.52 g, 20.0 mmol) in toluene was treated with 1.5 g of 5% Pt on carbon and shaken under H2 (3 Kg/cm2) for 24 hours. The solution was then filtered through a Celite pad and concentrated to give 6.92 g of crude tert-butyl 2-{2-[(3-aminoquinolin-4-yl)amino]ethoxy}ethylcarbamate as a yellow syrup.